This data is from the Open Reaction Database (ORD), a public repository of structured organic reaction records. The task is: describe an organic reaction: reactants, conditions, products, and yield The reactants are COC1=NN(C(=C1)C(=O)O)C (3-methoxy-1-methyl-1H-pyrazole-5-carboxylic acid), NC=1C=C(OC=2C=CC=3N(N2)C=C(N3)NC(=O)C3CC3)C=CC1Cl (N-[6-(3-amino-4-chlorophenoxy)imidazo[1,2-b]pyridazin-2-yl]cyclopropanecarboxamide), CN(C=O)C (N,N-dimethylformamide), C(C(=O)Cl)(=O)Cl (oxalyl chloride). The solvent is CN(C(C)=O)C (N,N-dimethylacetamide), O1CCCC1 (tetrahydrofuran). Yields the product ClC1=C(C=C(C=C1)OC=1C=CC=2N(N1)C=C(N2)NC(=O)C2CC2)NC(=O)C2=CC(=NN2C)OC (N-[2-chloro-5-({2-[(cyclopropylcarbonyl)amino]imidazo[1,2-b]pyridazin-6-yl}oxy)phenyl]-3-methoxy-1-methyl-1H-pyrazole-5-carboxamide). Isolated yield 61.8%. As a reaction SMILES: [CH3:1][O:2][C:3]1[CH:7]=[C:6]([C:8]([OH:10])=O)[N:5]([CH3:11])[N:4]=1.CN(C)C=O.C(Cl)(=O)C(Cl)=O.[NH2:23][C:24]1[CH:25]=[C:26]([CH:43]=[CH:44][C:45]=1[Cl:46])[O:27][C:28]1[CH:29]=[CH:30][C:31]2[N:32]([CH:34]=[C:35]([NH:37][C:38]([CH:40]3[CH2:42][CH2:41]3)=[O:39])[N:36]=2)[N:33]=1>CN(C)C(=O)C.O1CCCC1>[Cl:46][C:45]1[CH:44]=[CH:43][C:26]([O:27][C:28]2[CH:29]=[CH:30][C:31]3[N:32]([CH:34]=[C:35]([NH:37][C:38]([CH:40]4[CH2:42][CH2:41]4)=[O:39])[N:36]=3)[N:33]=2)=[CH:25][C:24]=1[NH:23][C:8]([C:6]1[N:5]([CH3:11])[N:4]=[C:3]([O:2][CH3:1])[CH:7]=1)=[O:10]. Reported procedure: Using 3-methoxy-1-methyl-1H-pyrazole-5-carboxylic acid (191 mg, 1.22 mmol), tetrahydrofuran (4.5 mL), N,N-dimethylformamide (30 μL, 0.39 mmol), oxalyl chloride (107 μL, 1.22 mmol), N-[6-(3-amino-4-chlorophenoxy)imidazo[1,2-b]pyridazin-2-yl]cyclopropanecarboxamide (300 mg, 0.87 mmol) and N,N-dimethylacetamide (6.0 mL), and in the same manner as in Example 238, the title compound (259 mg, 62%) was obtained as a white powder. Reaction SMILES: [Cl:1][c:2]1[c:3](-[n:10]2[nH:11][c:12]([CH:42]([CH3:43])[CH3:44])[c:13]3[c:18](=[O:19])[n:17][c:16]([CH2:20][c:21]4[cH:22][cH:23][c:24]([N:27]([C:28]([CH:29]5[NH:30][CH2:31][CH2:32][CH2:33]5)=[O:34])[C:35]([O:36][C:37]([CH3:38])([CH3:39])[CH3:40])=[O:41])[cH:25][cH:26]4)[n:15][c:14]2-3)[c:4]([Cl:9])[cH:5][c:6]([Cl:8])[cH:7]1.[ClH:45]>>[Cl:1][c:2]1[c:3](-[n:10]2[nH:11][c:12]([CH:42]([CH3:43])[CH3:44])[c:13]3[c:18](=[O:19])[n:17][c:16]([CH2:20][c:21]4[cH:22][cH:23][c:24]([NH:27][C:28]([CH:29]5[NH:30][CH2:31][CH2:32][CH2:33]5)=[O:34])[cH:25][cH:26]4)[n:15][c:14]2-3)[c:4]([Cl:9])[cH:5][c:6]([Cl:8])[cH:7]1. Reactants: CC(C)c1[nH]n(-c2c(Cl)cc(Cl)cc2Cl)c2nc(Cc3ccc(N(C(=O)OC(C)(C)C)C(=O)C4CCCN4)cc3)nc(=O)c1-2, Cl. Yields the product CC(C)c1[nH]n(-c2c(Cl)cc(Cl)cc2Cl)c2nc(Cc3ccc(NC(=O)C4CCCN4)cc3)nc(=O)c1-2. Reactants: N1=C(NC2=C1C=CC=C2)SCC=2C=CC=C1CCCN(C21)CC#C[Si](C)(C)C (8-(2-benzimidazolyl)thiomethyl-1-(3-trimethylsilyl-2-propinyl)-1,2,3,4-tetrahydroquinoline), solution, [F-].C(CCC)[N+](CCCC)(CCCC)CCCC (tetra-n-butylammonium fluoride). The solvent is O1CCCC1 (tetrahydrofuran). Product: N1=C(NC2=C1C=CC=C2)SCC=2C=CC=C1CCCN(C21)CC#C (8-(2-benzimidazolyl)thiomethyl-1-propargyl-1,2,3,4-tetrahydroquinoline). Yield: 106.4%. RXN SMILES: [N:1]1[C:5]2[CH:6]=[CH:7][CH:8]=[CH:9][C:4]=2[NH:3][C:2]=1[S:10][CH2:11][C:12]1[CH:13]=[CH:14][CH:15]=[C:16]2[C:21]=1[N:20]([CH2:22][C:23]#[C:24][Si](C)(C)C)[CH2:19][CH2:18][CH2:17]2.[F-].C([N+](CCCC)(CCCC)CCCC)CCC>O1CCCC1>[N:1]1[C:5]2[CH:6]=[CH:7][CH:8]=[CH:9][C:4]=2[NH:3][C:2]=1[S:10][CH2:11][C:12]1[CH:13]=[CH:14][CH:15]=[C:16]2[C:21]=1[N:20]([CH2:22][C:23]#[CH:24])[CH2:19][CH2:18][CH2:17]2 |f:1.2|. Procedure details: To a solution of 8-(2-benzimidazolyl)thiomethyl-1-(3-trimethylsilyl-2-propinyl)-1,2,3,4-tetrahydroquinoline (400 mg) in tetrahydrofuran (20 ml) was added 1M solution of tetra-n-butylammonium fluoride with stirring under ice-cooling, and the mixture was stirred for 30 minutes at the same temperature. After distilling off the solvent, the resulting residue was extracted with dichloromethane. The extract was washed with water and dried over anhydrous magnesium sulfate, and the solvent was distilled... Starting materials: 1-(3-Dimethylaminopropyl)-3-ethylcarboiimide hydrochloride, FC(OC1=CC=C(C=C1)S(=O)(=O)N1CCC(CC1)ONC(C(=O)O)=O)(F)F (N-[1-(4-trifluoromethoxybenzenesulfonyl)piperidin-4-yloxy]oxalamic acid), C1(CC1)N (cyclopropylamine). Solvent: CN(C=O)C (N,N-dimethylformamide). Run at time 16 hour. Yields the product C1(CC1)NC(C(=O)NOC1CCN(CC1)S(=O)(=O)C1=CC=C(C=C1)OC(F)(F)F)=O (N1-cyclopropyl-N2-(1-(4-(trifluoromethoxy)phenylsulfonyl)piperidin-4-yloxy)oxalamide). Isolated yield 43.0%. Reaction SMILES: [F:1][C:2]([F:27])([F:26])[O:3][C:4]1[CH:9]=[CH:8][C:7]([S:10]([N:13]2[CH2:18][CH2:17][CH:16]([O:19][NH:20][C:21](=[O:25])[C:22](O)=[O:23])[CH2:15][CH2:14]2)(=[O:12])=[O:11])=[CH:6][CH:5]=1.[CH:28]1([NH2:31])[CH2:30][CH2:29]1>CN(C)C=O>[CH:28]1([NH:31][C:22](=[O:23])[C:21]([NH:20][O:19][CH:16]2[CH2:15][CH2:14][N:13]([S:10]([C:7]3[CH:6]=[CH:5][C:4]([O:3][C:2]([F:26])([F:27])[F:1])=[CH:9][CH:8]=3)(=[O:12])=[O:11])[CH2:18][CH2:17]2)=[O:25])[CH2:30][CH2:29]1. Procedure details: 1-(3-Dimethylaminopropyl)-3-ethylcarboiimide hydrochloride (70 mg, 0.37 mmol) was added to a solution of N-[1-(4-trifluoromethoxybenzenesulfonyl)piperidin-4-yloxy]oxalamic acid (102 mg, 0.247 mmol) 1-hydroxybenzotriazole (36 mg, 0.27 mmol) and cyclopropylamine (0.042 ml, 0.61 mmol) in N,N-dimethylformamide (5 ml). The reaction mixture was stirred at room temperature for 16 hours and quenched with aqueous 1 N HCl solution (5 ml) and H2O (5 ml). The resulting precipitation was collected and washed... The reactants are Cl.N(N)C=1C=CC2=C(C(=CS2)C)C1 (5-hydrazino-3-methylbenzothiophene hydrochloride), CN(CCCN1CCC(CC1)=O)C (1-(3-dimethylaminopropyl)-4-piperidone). Yields the product CN(CCCN1CC2=C(NC3=CC=C4C(=C23)C(=CS4)C)CC1)C (9-(3-Dimethylaminopropyl)-1-methyl-7,8,9,10-tetrahydrothieno[3,2-e]pyrido[4,3-b]indole). As a reaction SMILES: Cl.[NH:2]([C:4]1[CH:5]=[CH:6][C:7]2[S:11][CH:10]=[C:9]([CH3:12])[C:8]=2[CH:13]=1)N.[CH3:14][N:15]([CH3:26])[CH2:16][CH2:17][CH2:18][N:19]1[CH2:24][CH2:23][C:22](=O)[CH2:21][CH2:20]1>>[CH3:26][N:15]([CH3:14])[CH2:16][CH2:17][CH2:18][N:19]1[CH2:24][CH2:23][C:22]2[NH:2][C:4]3[C:13]([C:21]=2[CH2:20]1)=[C:8]1[C:9]([CH3:12])=[CH:10][S:11][C:7]1=[CH:6][CH:5]=3 |f:0.1|. Reported procedure: The compound is formed analogously to that described in Example 5, from 5-hydrazino-3-methylbenzothiophene hydrochloride and 8.5 ml of 1-(3-dimethylaminopropyl)-4-piperidone. Melting point: 184° C. Procedure: Prepared according to the procedure described for Example 121 using 3-chlorobenzenesulfonyl chloride (2.27 g, 10 mmol) and 3-amino-4-methoxy-N-phenyl-benzamide (2.43 g, 10.0 mmol) to afford the product (3.846 g); m.p. 197-199° C. Reactants: ClC=1C=C(C=CC1)S(=O)(=O)Cl (3-chlorobenzenesulfonyl chloride), NC=1C=C(C(=O)NC2=CC=CC=C2)C=CC1OC (3-amino-4-methoxy-N-phenyl-benzamide). The yield is 92.3%. RXN SMILES: [Cl:1][C:2]1[CH:3]=[C:4]([S:8](Cl)(=[O:10])=[O:9])[CH:5]=[CH:6][CH:7]=1.[NH2:12][C:13]1[CH:14]=[C:15]([CH:25]=[CH:26][C:27]=1[O:28][CH3:29])[C:16]([NH:18][C:19]1[CH:24]=[CH:23][CH:22]=[CH:21][CH:20]=1)=[O:17]>>[Cl:1][C:2]1[CH:3]=[C:4]([S:8]([NH:12][C:13]2[CH:14]=[C:15]([CH:25]=[CH:26][C:27]=2[O:28][CH3:29])[C:16]([NH:18][C:19]2[CH:24]=[CH:23][CH:22]=[CH:21][CH:20]=2)=[O:17])(=[O:10])=[O:9])[CH:5]=[CH:6][CH:7]=1. Yields the product ClC=1C=C(C=CC1)S(=O)(=O)NC=1C=C(C(=O)NC2=CC=CC=C2)C=CC1OC (3-(3-Chloro-benzenesulfonylamino)-4-methoxy-N-phenyl-benzamide). The product is ClC=1C=NC(=C(C(=O)NC2(CC2)C2=CC=C(C(=O)OC)C=C2)C1)N1CC(C1)OC1=CC(=C(C=C1)F)F (methyl 4-(1-(5-chloro-2-(3-(3,4-difluorophenoxy)azetidin-1-yl)nicotinamido)cyclopropyl)benzoate). The yield is 38.2%. RXN SMILES: [Cl:1][C:2]1[CH:3]=[N:4][C:5]([N:11]2[CH2:14][CH:13]([O:15][C:16]3[CH:21]=[CH:20][C:19]([F:22])=[C:18]([F:23])[CH:17]=3)[CH2:12]2)=[C:6]([CH:10]=1)[C:7]([OH:9])=O.Cl.[NH2:25][C:26]1([C:29]2[CH:38]=[CH:37][C:32]([C:33]([O:35][CH3:36])=[O:34])=[CH:31][CH:30]=2)[CH2:28][CH2:27]1>>[Cl:1][C:2]1[CH:3]=[N:4][C:5]([N:11]2[CH2:12][CH:13]([O:15][C:16]3[CH:21]=[CH:20][C:19]([F:22])=[C:18]([F:23])[CH:17]=3)[CH2:14]2)=[C:6]([CH:10]=1)[C:7]([NH:25][C:26]1([C:29]2[CH:38]=[CH:37][C:32]([C:33]([O:35][CH3:36])=[O:34])=[CH:31][CH:30]=2)[CH2:28][CH2:27]1)=[O:9] |f:1.2|. Starting materials: ClC=1C=NC(=C(C(=O)O)C1)N1CC(C1)OC1=CC(=C(C=C1)F)F (5-chloro-2-(3-(3,4-difluorophenoxy)azetidin-1-yl)nicotinic acid), Cl.NC1(CC1)C1=CC=C(C(=O)OC)C=C1 (methyl 4-(1-aminocyclopropyl)benzoate hydrochloride). Procedure: The title compound (D155) (50 mg) was prepared according to the experimental procedure described in Description 144 starting from 5-chloro-2-(3-(3,4-difluorophenoxy)azetidin-1-yl)nicotinic acid (D109) (87 mg, 0.255 mmol) and methyl 4-(1-aminocyclopropyl)benzoate (D7) (58.14 mg, 0.255 mmol). As a reaction SMILES: [CH:1]1([CH2:7][CH2:8][CH2:9][CH:10]([CH2:11][C:12](=[O:13])[O:14][C:15]([CH3:16])([CH3:17])[CH3:18])[c:19]2[n:20][c:21]([CH:24]([CH3:25])[CH3:26])[n:22][o:23]2)[CH2:2][CH2:3][CH2:4][CH2:5][CH2:6]1.[OH:27][C:28]([C:29]([F:30])([F:31])[F:32])=[O:33]>>[CH:1]1([CH2:7][CH2:8][CH2:9][CH:10]([CH2:11][C:12](=[O:13])[OH:14])[c:19]2[n:20][c:21]([CH:24]([CH3:25])[CH3:26])[n:22][o:23]2)[CH2:2][CH2:3][CH2:4][CH2:5][CH2:6]1. Reactants: CC(C)c1noc(C(CCCC2CCCCC2)CC(=O)OC(C)(C)C)n1, O=C(O)C(F)(F)F. The product is CC(C)c1noc(C(CCCC2CCCCC2)CC(=O)O)n1. Starting materials: N1C=NC=C1 (imidazole), ClCC1=CC=C(C=C1)[C@@H](N1CC(C1)=C(S(=O)(=O)C)C1=CC(=CC(=C1)F)F)C1=CC=C(C=C1)Cl (1-{(R*)-[4-(chloromethyl)phenyl](4-chlorophenyl)methyl}-3-[(3,5-difluorophenyl)(methylsulfonyl)methylene]azetidine), [I-].[Na+] (sodium iodide). The solvent is ClCCl (dichloromethane). Reaction conditions: temperature 20 celsius, time 20 hour. Yields the product ClC1=CC=C(C=C1)[C@H](N1CC(C1)=C(S(=O)(=O)C)C1=CC(=CC(=C1)F)F)C1=CC=C(C=C1)CN1C=NC=C1 (1-{(R*)-(4-chlorophenyl)[4-(imidazol-1-ylmethyl)phenyl]methyl}-3-[(3,5-difluorophenyl)(methylsulfonyl)methylene]azetidine). Yield: 15.3%. As a reaction SMILES: [NH:1]1[CH:5]=[CH:4][N:3]=[CH:2]1.Cl[CH2:7][C:8]1[CH:13]=[CH:12][C:11]([C@H:14]([C:32]2[CH:37]=[CH:36][C:35]([Cl:38])=[CH:34][CH:33]=2)[N:15]2[CH2:18][C:17](=[C:19]([C:24]3[CH:29]=[C:28]([F:30])[CH:27]=[C:26]([F:31])[CH:25]=3)[S:20]([CH3:23])(=[O:22])=[O:21])[CH2:16]2)=[CH:10][CH:9]=1.[I-].[Na+]>ClCCl>[Cl:38][C:35]1[CH:34]=[CH:33][C:32]([C@@H:14]([C:11]2[CH:10]=[CH:9][C:8]([CH2:7][N:1]3[CH:5]=[CH:4][N:3]=[CH:2]3)=[CH:13][CH:12]=2)[N:15]2[CH2:18][C:17](=[C:19]([C:24]3[CH:25]=[C:26]([F:31])[CH:27]=[C:28]([F:30])[CH:29]=3)[S:20]([CH3:23])(=[O:21])=[O:22])[CH2:16]2)=[CH:37][CH:36]=1 |f:2.3|. Procedure: 0.055 g of imidazole is added to solution of 0.24 g of 1-{(R*)-[4-(chloromethyl)phenyl](4-chlorophenyl)methyl}-3-[(3,5-difluorophenyl)(methylsulfonyl)methylene]azetidine, form A isomer, in 5 cm3 of dichloromethane. After heating for 3 hours under reflux, the mixture is supplemented with 5 mg of sodium iodide. After stirring for 20 hours under reflux, the reaction mixture is cooled to 20° C. and then chromatographed on a silica gel column (particle size 0.06-0.200 mm, diameter 1.0 cm, height 20 c... Reactants: C1CCC2=NCCCN2CC1, CCOC(=O)c1cc2ccc(CO)cc2s1, CO. As a reaction SMILES: [CH2:17]1[CH2:18][CH2:19][C:20]2=[N:25][CH2:24][CH2:23][CH2:22][N:21]2[CH2:26][CH2:27]1.[CH2:1]([CH3:2])[O:3][C:4](=[O:5])[c:6]1[cH:7][c:8]2[c:9]([s:10]1)[cH:11][c:12]([CH2:15][OH:16])[cH:13][cH:14]2.[CH3:28][OH:29]>>[CH3:1][O:3][C:4](=[O:5])[c:6]1[cH:7][c:8]2[c:9]([s:10]1)[cH:11][c:12]([CH2:15][OH:16])[cH:13][cH:14]2. Yields the product COC(=O)c1cc2ccc(CO)cc2s1.